This data is from the Open Reaction Database (ORD), a public repository of structured organic reaction records. The task is: describe an organic reaction: reactants, conditions, products, and yield Isolated yield 60.1%. The solvent is C1CCOC1 (THF). The product is BrC1=CC=C(C(=C1C=O)F)C1CCC(CC1)CCC (6-bromo-2-fluoro-3-(4-propylcyclohexyl)benzaldehyde). RXN SMILES: [Li+].CC([N-]C(C)C)C.[Br:9][C:10]1[CH:15]=[CH:14][C:13]([CH:16]2[CH2:21][CH2:20][CH:19]([CH2:22][CH2:23][CH3:24])[CH2:18][CH2:17]2)=[C:12]([F:25])[CH:11]=1.CN([CH:29]=[O:30])C>C1COCC1>[Br:9][C:10]1[C:11]([CH:29]=[O:30])=[C:12]([F:25])[C:13]([CH:16]2[CH2:17][CH2:18][CH:19]([CH2:22][CH2:23][CH3:24])[CH2:20][CH2:21]2)=[CH:14][CH:15]=1 |f:0.1|. Reported procedure: Under a nitrogen atmosphere, LDA (11.6 mL, 12.87 mmol) was slowly added dropwise, at −70° C. or lower, to a THF (30 mL) solution of compound (70) (3.5 g, 11.70 mmol). The reaction mixture was agitated at −70° C. or lower for 1 hour, and then DMF (1.28 g, 17.55 mmol) was slowly added dropwise thereto. The reaction mixture was returned to room temperature, and then quenched with 50 mL of 1 N hydrochloric acid aqueous solution, and extracted with 20 mL of toluene three times. Combined organic layer... Reaction conditions: temperature -70 celsius, time 1 hour. Starting materials: [Li+].CC(C)[N-]C(C)C (LDA), BrC1=CC(=C(C=C1)C1CCC(CC1)CCC)F (4-bromo-2-fluoro-1-(4-propylcyclohexyl)benzene), CN(C)C=O (DMF). The reactants are O (water), [OH-].[Na+] (sodium hydroxide), O (water), C(C=C)NC=1C=2C(N=CC1C(=O)OCC)=CN(N2)C (ethyl 7-allylamino-2-methyl-2H-pyrazolo-[4,3-b]pyridine-6-carboxylate), ice, [H-].[Al+3].[Li+].[H-].[H-].[H-] (lithium aluminium hydride). Solvent: C1CCOC1 (THF), C1CCOC1 (THF). Reaction conditions: time 16 hour. Product: C(C=C)NC=1C=2C(N=CC1CO)=CN(N2)C (7-Allylamino-6-hydroxymethyl-2-methyl-2H-pyrazolo[4,3-b]pyridine). The yield is 48.2%. RXN SMILES: [CH2:1]([NH:4][C:5]1[C:6]2[C:7](=[CH:16][N:17]([CH3:19])[N:18]=2)[N:8]=[CH:9][C:10]=1[C:11](OCC)=[O:12])[CH:2]=[CH2:3].[H-].[Al+3].[Li+].[H-].[H-].[H-].O.[OH-].[Na+]>C1COCC1>[CH2:1]([NH:4][C:5]1[C:6]2[C:7](=[CH:16][N:17]([CH3:19])[N:18]=2)[N:8]=[CH:9][C:10]=1[CH2:11][OH:12])[CH:2]=[CH2:3] |f:1.2.3.4.5.6,8.9|. Procedure details: A solution of ethyl 7-allylamino-2-methyl-2H-pyrazolo-[4,3-b]pyridine-6-carboxylate (100 mg, 0.38 mmol) in dry THF (2 ml) was added dropwise to an ice-cooled suspension of lithium aluminium hydride (15 mg, 0.39 mmol) in THF (1 ml). The mixture was stirred at room temperature, under nitrogen, for 16 h, then water (0.03 ml), 10% sodium hydroxide solution (0.4 ml) and water (0.09 ml) were added sequentially. The solids were filtered off and washed with ethyl acetate. The solution was evaporated in ... Run in C(C)(=O)O (acetic acid). Reaction conditions: time 9 hour. The yield is 91.8%. RXN SMILES: [Br:1]Br.[C:3]([C:5]1[CH:9]=[C:8]([CH2:10][C:11]([NH:14][C:15](=[O:21])[O:16][C:17]([CH3:20])([CH3:19])[CH3:18])([CH3:13])[CH3:12])[N:7]([CH2:22][CH2:23][O:24][CH3:25])[N:6]=1)#[N:4].C([O-])(=O)C.[K+].S(=O)(=O)(O)[O-].[Na+]>C(O)(=O)C>[Br:1][C:9]1[C:5]([C:3]#[N:4])=[N:6][N:7]([CH2:22][CH2:23][O:24][CH3:25])[C:8]=1[CH2:10][C:11]([NH:14][C:15](=[O:21])[O:16][C:17]([CH3:18])([CH3:19])[CH3:20])([CH3:13])[CH3:12] |f:2.3,4.5|. The product is BrC=1C(=NN(C1CC(C)(C)NC(OC(C)(C)C)=O)CCOC)C#N (tert-butyl 2-[4-bromo-3-cyano-1-(2-methoxyethyl)-1H-pyrazol-5-yl]-1,1-dimethylethylcarbamate). Reported procedure: Bromine (19.5 g, 122 mmol) was added in a single portion to a solution of tert-butyl 2-[3-cyano-1-(2-methoxyethyl)-1H-pyrazol-5-yl]-1,1-dimethylethylcarbamate (28.07 g, 87.1 mmol) and potassium acetate (12.8 g, 131 mmol) in acetic acid (174.2 mL). After 16 hours saturated aqueous sodium bisulfate was added until the reaction mixture was colorless. The acetic acid was removed under reduced pressure at about 30° C. The residue was made basic with 2 M sodium carbonate and then extracted with tert-b... The reactants are S([O-])(O)(=O)=O.[Na+] (sodium bisulfate), BrBr (Bromine), C(#N)C1=NN(C(=C1)CC(C)(C)NC(OC(C)(C)C)=O)CCOC (tert-butyl 2-[3-cyano-1-(2-methoxyethyl)-1H-pyrazol-5-yl]-1,1-dimethylethylcarbamate), C(C)(=O)[O-].[K+] (potassium acetate). Reactants: CC(C)C(CBr)COCc1ccccc1, CCOC1=NC(C(C)C)C(OCC)=NC1, C1CCOC1, [Li]CCCC. Yields the product CCOC1=NC(C(C)C)C(OCC)=NC1CC(COCc1ccccc1)C(C)C. Reaction SMILES: [Br:21][CH2:22][CH:23]([CH2:24][O:25][CH2:26][c:27]1[cH:28][cH:29][cH:30][cH:31][cH:32]1)[CH:33]([CH3:34])[CH3:35].[CH2:1]([CH3:2])[O:3][C:4]1=[N:9][CH2:8][C:7]([O:10][CH2:11][CH3:12])=[N:6][CH:5]1[CH:13]([CH3:14])[CH3:15].[CH2:36]1[O:37][CH2:38][CH2:39][CH2:40]1.[CH3:16][CH2:17][CH2:18][CH2:19][Li:20]>>[CH2:1]([CH3:2])[O:3][C:4]1=[N:9][CH:8]([CH2:22][CH:23]([CH2:24][O:25][CH2:26][c:27]2[cH:28][cH:29][cH:30][cH:31][cH:32]2)[CH:33]([CH3:34])[CH3:35])[C:7]([O:10][CH2:11][CH3:12])=[N:6][CH:5]1[CH:13]([CH3:14])[CH3:15].